Dataset: the Open Reaction Database (ORD), a public repository of structured organic reaction records. Task: describe an organic reaction: reactants, conditions, products, and yield The reactants are Fc1cccc(F)c1-c1ccc2ncccc2c1, O=[N+]([O-])O, O=S(=O)(O)O. Yields the product O=[N+]([O-])c1ccc(F)c(-c2ccc3ncccc3c2)c1F. As a reaction SMILES: [F:1][c:2]1[c:3](-[c:9]2[cH:10][c:11]3[cH:12][cH:13][cH:14][n:15][c:16]3[cH:17][cH:18]2)[c:4]([F:8])[cH:5][cH:6][cH:7]1.[OH:19][N+:20]([O-:21])=[O:22].[S:23](=[O:24])(=[O:25])([OH:26])[OH:27]>>[F:1][c:2]1[c:3](-[c:9]2[cH:10][c:11]3[cH:12][cH:13][cH:14][n:15][c:16]3[cH:17][cH:18]2)[c:4]([F:8])[cH:5][cH:6][c:7]1[N+:20](=[O:19])[O-:21]. Reactants: NC1=NC(=C(C(=N1)N)O)CC (2,4-diamino-6-ethyl-5-hydroxypyrimidine), O.[OH-].[Li+] (lithium hydroxide monohydrate), S(C)(=O)(=O)OCCCOC1=CC=NC2=CC=CC=C12 (3-(quinolin-4-yloxy)-propyl mesylate). Solvent: CN(C)C=O (DMF), CN(C)C=O (DMF), ClCCl (dichloromethane). Reaction conditions: time 1 hour. Yields the product NC1=NC(=C(C(=N1)N)OCCCOC1=CC=NC2=CC=CC=C12)CC (2,4-diamino-6-ethyl-5-(3-(quinolin-4-yloxy)propoxy)pyrimidine). Yield: 100.6%. RXN SMILES: [NH2:1][C:2]1[N:7]=[C:6]([NH2:8])[C:5]([OH:9])=[C:4]([CH2:10][CH3:11])[N:3]=1.O.[OH-].[Li+].S(O[CH2:20][CH2:21][CH2:22][O:23][C:24]1[C:33]2[C:28](=[CH:29][CH:30]=[CH:31][CH:32]=2)[N:27]=[CH:26][CH:25]=1)(=O)(=O)C>CN(C=O)C.ClCCl>[NH2:1][C:2]1[N:7]=[C:6]([NH2:8])[C:5]([O:9][CH2:20][CH2:21][CH2:22][O:23][C:24]2[C:33]3[C:28](=[CH:29][CH:30]=[CH:31][CH:32]=3)[N:27]=[CH:26][CH:25]=2)=[C:4]([CH2:10][CH3:11])[N:3]=1 |f:1.2.3|. Reported procedure: 2,4-diamino-6-ethyl-5-hydroxypyrimidine (0.3963 g, 2.6 mmol) was added to a stirred solution of lithium hydroxide monohydrate (497.2 mg, 11.8 mmol) in DMF (2 mL) and the reaction mixture was stirred for 1 hour. A solution of 3-(quinolin-4-yloxy)-propyl mesylate (0.3868 g, 1.37 mmol) in DMF (1 mL) was slowly added and the reaction mixture was left stirring at 25° C. overnight. The reaction was diluted with dichloromethane and extracted with water. The dichloromethane layer was evaporated followed... Reactants: Cl.C(CCC)C=1N(C=C(N1)CCN)CC1=CC=C(C=C1)C1=C(C=CC=C1)C1=NN=NN1 (2-n-butyl-4-(2-aminoethyl)-1-[2'-(1H-tetrazol-5-yl)biphenyl-4-yl]methylimidazole hydrochloride), C(C=O)(=O)OCC (ethyl glyoxylate), C(C)O (ethanol). Run in C(Cl)(Cl)Cl (chloroform). Yields the product C(CCC)C1=NC2=C(C(NCC2)C(=O)OCC)N1CC1=CC=C(C=C1)C1=C(C=CC=C1)C1=NN=NN1 (ethyl 2-n-butyl-3-[2'-(1H-tetrazol-5-yl)biphenyl-4-yl]methyl-4,5,6,7-tetrahydroimidazo[4,5-c]pyridine-4-carboxylate). The yield is 44.1%. RXN SMILES: Cl.[CH2:2]([C:6]1[N:7]([CH2:14][C:15]2[CH:20]=[CH:19][C:18]([C:21]3[CH:26]=[CH:25][CH:24]=[CH:23][C:22]=3[C:27]3[NH:31][N:30]=[N:29][N:28]=3)=[CH:17][CH:16]=2)[CH:8]=[C:9]([CH2:11][CH2:12][NH2:13])[N:10]=1)[CH2:3][CH2:4][CH3:5].[C:32]([O:36][CH2:37][CH3:38])(=[O:35])[CH:33]=O.C(O)C>C(Cl)(Cl)Cl>[CH2:2]([C:6]1[N:7]([CH2:14][C:15]2[CH:20]=[CH:19][C:18]([C:21]3[CH:26]=[CH:25][CH:24]=[CH:23][C:22]=3[C:27]3[NH:31][N:30]=[N:29][N:28]=3)=[CH:17][CH:16]=2)[C:8]2[CH:33]([C:32]([O:36][CH2:37][CH3:38])=[O:35])[NH:13][CH2:12][CH2:11][C:9]=2[N:10]=1)[CH2:3][CH2:4][CH3:5] |f:0.1|. Reported procedure: A mixture of 2-n-butyl-4-(2-aminoethyl)-1-[2'-(1H-tetrazol-5-yl)biphenyl-4-yl]methylimidazole hydrochloride (0.278 g), ethyl glyoxylate (0.179 g) and ethanol (5 ml) is refluxed for three days. To the mixture is added chloroform, and the mixture is washed, dried and evaporated to remove the solvent. The residue is purified by silica gel column chromatography (solvent; chloroform/methanol=10:1) to give ethyl 2-n-butyl-3-[2'-(1H-tetrazol-5-yl)biphenyl-4-yl]methyl-4,5,6,7-tetrahydroimidazo[4,5-c]pyr... Starting materials: FC1=C(C2=C(N[C@H](CO2)C)C=C1)F.CC=1C=CC(=CC1)S(=O)(=O)O ((3S)-7,8-Difluoro-3-methyl-3,4-dihydro-2H-[1,4]benzoxazine·p-toluenesulfonate), [Na] (sodium). Solvent: CCOC(=O)C (AcOEt). Conditions: time 1 hour. Yields the product FC1=C(C2=C(N[C@H](CO2)C)C=C1)F ((3S)-7,8-Difluoro-3-methyl-3,4-dihydro-2H-[1,4]benzoxazine). The yield is 99.6%. Reaction SMILES: [F:1][C:2]1[CH:12]=[CH:11][C:5]2[NH:6][C@@H:7]([CH3:10])[CH2:8][O:9][C:4]=2[C:3]=1[F:13].CC1C=CC(S(O)(=O)=O)=CC=1.[Na]>CCOC(C)=O>[F:1][C:2]1[CH:12]=[CH:11][C:5]2[NH:6][C@@H:7]([CH3:10])[CH2:8][O:9][C:4]=2[C:3]=1[F:13] |f:0.1,^1:24|. Procedure details: (3S)-7,8-Difluoro-3-methyl-3,4-dihydro-2H-[1,4]benzoxazine·p-toluenesulfonate (1 g) was suspended in AcOEt (10 ml) and then an aqueous solution of sodium hdyrogencarbonate (NaHCO3; 10 ml) was added thereto. After stirring at room temperature for 1 hour, the mixture was extracted with AcOEt. The organic layer was dried over anhydrous magnesium sulfate and concentrated under reduced pressure to thereby give the title compound (516 mg, 99.8% ee) as a yellow oily substance. Starting materials: [NH4+].[Cl-] (NH4Cl), OC1(CCC1)C=1SC=CN1 (2-[(1-Hydroxy)cyclobutyl]thiazole), CCN(C(C)C)C(C)C (Hunig's base), C[Si](CCOCCl)(C)C (2-(trimethylsilyl)ethoxymethyl chloride). The solvent is ClCCl (dichloromethane). Reaction conditions: temperature 0 celsius, time 1 hour. Yields the product C[Si](CCOCOC1(CCC1)C=1SC=CN1)(C)C (2-{1-[(2-Trimethylsilylethoxy)methoxy]cyclobutyl}thiazole). Isolated yield 21.9%. As a reaction SMILES: [OH:1][C:2]1([C:6]2[S:7][CH:8]=[CH:9][N:10]=2)[CH2:5][CH2:4][CH2:3]1.CCN(C(C)C)C(C)C.[CH3:20][Si:21]([CH3:28])([CH3:27])[CH2:22][CH2:23][O:24][CH2:25]Cl.[NH4+].[Cl-]>ClCCl>[CH3:20][Si:21]([CH3:28])([CH3:27])[CH2:22][CH2:23][O:24][CH2:25][O:1][C:2]1([C:6]2[S:7][CH:8]=[CH:9][N:10]=2)[CH2:5][CH2:4][CH2:3]1 |f:3.4|. Procedure details: To a solution of the alcohol 2-[(1-Hydroxy)cyclobutyl]thiazole from Step 1 (5 g, 32 mmol) and Hunig's base (10.4 mL, 60 mmol) in dichloromethane (100 mL) at 0° C. was added 2-(trimethylsilyl)ethoxymethyl chloride (6.5 mL, 36.7 mmol). The resulting solution was stirred at 0° C. for 1 h, was heated at reflux temperature for 3.5 h and finally was stirred at room temperature for 15 h. Sat. aq. NH4Cl was added and the resulting mixture was extracted with dichloromethane (3×). The combined organics we... The reactants are solution, C[Zn]C (dimethylzinc), BrC1=CN(C2=NC=CC(=C21)OC2=C(C=C(C=C2)NC(C)=O)F)S(=O)(=O)C2=CC=C(C=C2)C (N-[4-({3-bromo-1-[(4-methylphenyl)sulfonyl]-1H-pyrrolo[2,3-b]pyridin-4-yl}oxy)-3-fluorophenyl]acetamide), C(C)(=O)O (acetic acid), Cl (hydrochloric acid). Procedure: 100 mg (0.19 mmol) of N-[4-({3-bromo-1-[(4-methylphenyl)sulfonyl]-1H-pyrrolo[2,3-b]pyridin-4-yl}oxy)-3-fluorophenyl]acetamide are dissolved in dioxane (2.5 ml). The solution is degassed and vented with argon. 0.29 ml (0.58 mmol) of a 2M solution of dimethylzinc in toluene and 7.9 mg (0.01 mmol) of [1,1′-bis(diphenylphosphino)ferrocene]palladium(II) chloride/methylene dichloride complex are added, and the mixture is heated at 100° C. for 2.5 hours. The mixture is allowed to cool to RT, acetic aci... Conditions: temperature 100 celsius. The solvent is C1(=CC=CC=C1)C (toluene), O1CCOCC1 (dioxane). As a reaction SMILES: Br[C:2]1[C:10]2[C:5](=[N:6][CH:7]=[CH:8][C:9]=2[O:11][C:12]2[CH:17]=[CH:16][C:15]([NH:18][C:19](=[O:21])[CH3:20])=[CH:14][C:13]=2[F:22])[N:4]([S:23]([C:26]2[CH:31]=[CH:30][C:29]([CH3:32])=[CH:28][CH:27]=2)(=[O:25])=[O:24])[CH:3]=1.[CH3:33][Zn]C.C(O)(=O)C.Cl>O1CCOCC1.C1(C)C=CC=CC=1>[F:22][C:13]1[CH:14]=[C:15]([NH:18][C:19](=[O:21])[CH3:20])[CH:16]=[CH:17][C:12]=1[O:11][C:9]1[CH:8]=[CH:7][N:6]=[C:5]2[N:4]([S:23]([C:26]3[CH:31]=[CH:30][C:29]([CH3:32])=[CH:28][CH:27]=3)(=[O:25])=[O:24])[CH:3]=[C:2]([CH3:33])[C:10]=12. Yields the product FC=1C=C(C=CC1OC1=C2C(=NC=C1)N(C=C2C)S(=O)(=O)C2=CC=C(C=C2)C)NC(C)=O (N-[3-Fluoro-4-({3-methyl-1-[(4-methylphenyl)sulfonyl]-1H-pyrrolo[2,3-b]pyridin-4-yl}oxy)phenyl]acetamide). Product: COc1ccc(CN2C(=O)COc3cc(CO)ccc32)cc1. As a reaction SMILES: [CH3:1][Si:2]([O:3][CH2:4][c:5]1[cH:6][c:7]2[c:8]([cH:23][cH:24]1)[N:9]([CH2:14][c:15]1[cH:16][cH:17][c:18]([O:21][CH3:22])[cH:19][cH:20]1)[C:10](=[O:13])[CH2:11][O:12]2)([CH3:25])[C:26]([CH3:27])([CH3:28])[CH3:29].[CH3:31][CH2:32][CH2:33][CH2:34][N+:35]([CH2:36][CH2:37][CH2:38][CH3:39])([CH2:40][CH2:41][CH2:42][CH3:43])[CH2:44][CH2:45][CH2:46][CH3:47].[F-:30].[O:48]1[CH2:49][CH2:50][CH2:51][CH2:52]1>>[OH:3][CH2:4][c:5]1[cH:6][c:7]2[c:8]([cH:23][cH:24]1)[N:9]([CH2:14][c:15]1[cH:16][cH:17][c:18]([O:21][CH3:22])[cH:19][cH:20]1)[C:10](=[O:13])[CH2:11][O:12]2. Starting materials: COc1ccc(CN2C(=O)COc3cc(CO[Si](C)(C)C(C)(C)C)ccc32)cc1, CCCC[N+](CCCC)(CCCC)CCCC, [F-], C1CCOC1. The reactants are C(C)(C)[O-].[Li+] (lithium isopropanolate), P(=O)(O)(O)[O-].[Na+] (sodium dihydrogen phosphate), BrC=1C(C2(C=CC(C1Br)(O2)C)C)=O (3,4-dibromo-1,5-dimethyl-8-oxa-bicyclo[3.2.1]octa-3,6-dien-2-one), CCCCCC.C(C)(=O)OCC.CCCCCC (hexane ethyl acetate hexane). Solvent: O (water), O1CCCC1 (tetrahydrofuran), O1CCCC1 (tetrahydrofuran). Reaction conditions: time 3 hour. Yields the product BrC=1C(C2(C=CC(C1OC(C)C)(O2)C)C)=O (3-bromo-1,5-dimethyl-4-isopropoxy-8-oxa-bicyclo[3.2.1]octa-3,6-dien-2-one). Yield: 67.7%. As a reaction SMILES: [Br:1][C:2]1[C:3](=[O:13])[C:4]2([CH3:12])[O:10][C:7]([CH3:11])([C:8]=1Br)[CH:6]=[CH:5]2.[CH:14]([O-:17])([CH3:16])[CH3:15].[Li+].CCCCCC.C(OCC)(=O)C.CCCCCC.P([O-])(O)(O)=O.[Na+]>O1CCCC1.O>[Br:1][C:2]1[C:3](=[O:13])[C:4]2([CH3:12])[O:10][C:7]([CH3:11])([C:8]=1[O:17][CH:14]([CH3:16])[CH3:15])[CH:6]=[CH:5]2 |f:1.2,3.4.5,6.7|. Procedure: A solution of 2.74 g (8.9 mmol) of 3,4-dibromo-1,5-dimethyl-8-oxa-bicyclo[3.2.1]octa-3,6-dien-2-one (prepared according to Organic Lett. 4(12), 1997 (2002)) dissolved in 10 ml of tetrahydrofuran is added dropwise at ambient temperature to a solution of 5.4 ml (10.7 mmol) of 2M lithium isopropanolate diluted with 10 ml of tetrahydrofuran. The mixture is stirred for 3 hours at ambient temperature until the starting material has reacted completely (TLC monitoring: hexane/ethyl acetate/hexane 4:1). ...